This data is from the Open Reaction Database (ORD), a public repository of structured organic reaction records. The task is: describe an organic reaction: reactants, conditions, products, and yield Reactants: Cn1nc(Br)c([N+](=O)[O-])c1Br, CC(C)(C)N, CCO, O. Yields the product Cn1nc(Br)c([N+](=O)[O-])c1NC(C)(C)C. RXN SMILES: [Br:1][c:2]1[n:3][n:4]([CH3:11])[c:5]([Br:10])[c:6]1[N+:7](=[O:8])[O-:9].[CH3:12][C:13]([CH3:14])([CH3:15])[NH2:16].[CH3:18][CH2:19][OH:20].[OH2:17]>>[Br:1][c:2]1[n:3][n:4]([CH3:11])[c:5]([NH:16][C:13]([CH3:12])([CH3:14])[CH3:15])[c:6]1[N+:7](=[O:8])[O-:9]. The reactants are ClCCCO (3-Chloropropanol), C=C1CC(=O)O1 (diketene). Run in C(C)N(CC)CC (triethylamine). Reaction conditions: temperature 65 celsius. The product is C(CC(=O)C)(=O)OCCCCl (3-Chloropropyl Acetoacetate). The yield is 81.6%. Reaction SMILES: [Cl:1][CH2:2][CH2:3][CH2:4][OH:5].[CH2:6]=[C:7]1[O:11][C:9](=[O:10])[CH2:8]1>C(N(CC)CC)C>[C:9]([O:5][CH2:4][CH2:3][CH2:2][Cl:1])(=[O:10])[CH2:8][C:7]([CH3:6])=[O:11]. Procedure: 3-Chloropropanol (47.3 g, 0.50 mole) and a catalytic amount of triethylamine at 65° C. were treated dropwise with 42 g (0.50 mole) of diketene. After the addition was complete, the reaction was stirred at 65° C. for an additional hour. Distillation of the residue furnished 72.9 g (82%) of product as a clear liquid, b.p. 78°-85° C. at 150 mm. Additional Formula II intermediates can be prepared by modifications of the above examples which would be understood by one skilled in the art of organic ch... Starting materials: NC1=CC(=C(C=2C(C3=C(C=C(C(=C3C(C12)=O)O)Cl)N)=O)O)C1=CC=C(C=C1)OC (4,8-diamino-6-chloro-1,5-dihydroxy-2-p-methoxyphenylanthraquinone), ether petroleum ether, NC1=CC(=C(C=2C(C3=C(C=CC(=C3C(C12)=O)O)N)=O)O)C1=CC=C(C=C1)OC (4,8-diamino-1,5-dihydroxy-2-p-methoxyphenylanthraquinone), OS(=O)(=O)O (H2SO4). The reagents and catalysts are O=[Mn]=O (MnO2). Reaction conditions: time 1 hour. Product: NC1=CC(=C(C=2C(C3=C(C(=CC(=C3C(C12)=O)O)Cl)N)=O)O)C1=CC=C(C=C1)OC (4,8-diamino-7-chloro-1,5-dihydroxy-2-p-methoxyphenylanthraquinone), ether petroleum ether. As a reaction SMILES: [NH2:1][C:2]1[C:15]2[C:14](=[O:16])[C:13]3[C:8](=[C:9]([NH2:18])[CH:10]=[CH:11][C:12]=3[OH:17])[C:7](=[O:19])[C:6]=2[C:5]([OH:20])=[C:4]([C:21]2[CH:26]=[CH:25][C:24]([O:27][CH3:28])=[CH:23][CH:22]=2)[CH:3]=1.OS(O)(=O)=O.NC1C2C(=O)C3C(=C(N)C=C([Cl:51])C=3O)C(=O)C=2C(O)=C(C2C=CC(OC)=CC=2)C=1>O=[Mn]=O>[NH2:1][C:2]1[C:15]2[C:14](=[O:16])[C:13]3[C:8](=[C:9]([NH2:18])[C:10]([Cl:51])=[CH:11][C:12]=3[OH:17])[C:7](=[O:19])[C:6]=2[C:5]([OH:20])=[C:4]([C:21]2[CH:26]=[CH:25][C:24]([O:27][CH3:28])=[CH:23][CH:22]=2)[CH:3]=1. Procedure details: A mixture of 2.1 g of 4,8-diamino-1,5-dihydroxy-2-p-methoxyphenylanthraquinone (which can be prepared from 1,5-dihydroxy-4,8-dinitroanthraquinone, for method see German Offenlegungsschrift No. 3,007,198), 32 g of 60% H2SO4, and 3 g of active MnO2 is stirred for 1 hour at 20°, the mixture is filtered and 1 g of NaCl is added to the filtrate, which contains the corresponding quinoneimine. After stirring for half an hour, the mixture is poured into ice-water and the product is filtered off. The cru... The reactants are CC(C)(C)OC(=O)C(C)(C)Sc1nc(CCO)cs1, O=[N+]([O-])c1ccc(-c2ccc(O)cc2)cc1, CC(C)OC(=O)N=NC(=O)OC(C)C, C1CCOC1, c1ccc(P(c2ccccc2)c2ccccc2)cc1. Product: CC(C)(C)OC(=O)C(C)(C)Sc1nc(CCOc2ccc(-c3ccc([N+](=O)[O-])cc3)cc2)cs1. RXN SMILES: [C:1]([CH3:2])([CH3:3])([CH3:4])[O:5][C:6]([C:7]([CH3:8])([CH3:9])[S:10][c:11]1[s:12][cH:13][c:14]([CH2:16][CH2:17][OH:18])[n:15]1)=[O:19].[N+:39](=[O:40])([O-:41])[c:42]1[cH:43][cH:44][c:45](-[c:48]2[cH:49][cH:50][c:51]([OH:54])[cH:52][cH:53]2)[cH:46][cH:47]1.[O:55]=[C:56]([O:57][CH:58]([CH3:59])[CH3:60])[N:61]=[N:62][C:63]([O:64][CH:65]([CH3:66])[CH3:67])=[O:68].[O:69]1[CH2:70][CH2:71][CH2:72][CH2:73]1.[c:20]1([P:21]([c:22]2[cH:23][cH:24][cH:25][cH:26][cH:27]2)[c:28]2[cH:29][cH:30][cH:31][cH:32][cH:33]2)[cH:34][cH:35][cH:36][cH:37][cH:38]1>>[C:1]([CH3:2])([CH3:3])([CH3:4])[O:5][C:6]([C:7]([CH3:8])([CH3:9])[S:10][c:11]1[s:12][cH:13][c:14]([CH2:16][CH2:17][O:18][c:51]2[cH:50][cH:49][c:48](-[c:45]3[cH:44][cH:43][c:42]([N+:39](=[O:40])[O-:41])[cH:47][cH:46]3)[cH:53][cH:52]2)[n:15]1)=[O:19].